This data is from the Open Reaction Database (ORD), a public repository of structured organic reaction records. The task is: describe an organic reaction: reactants, conditions, products, and yield Reactants: C(C)(=O)OC(C)=O (Acetic anhydride), C(=O)O (formic acid), NC1=CC2=C(C(=NO2)N2C(C3=CC=CC=C3C2=O)=O)C=C1 (2-(6-aminobenzo[d]isoxazol-3-yl)isoindoline-1,3-dione). Solvent: C(Cl)Cl (CH2Cl2). Run at temperature 60 celsius, time 1 hour. Product: O=C1N(C(C2=CC=CC=C12)=O)C1=NOC2=C1C=CC(=C2)NC=O (N-(3-(1,3-dioxoisoindolin-2-yl)benzo[d]isoxazol-6-yl)formamide). Isolated yield 70.2%. Reaction SMILES: C(OC(=O)C)(=O)C.[CH:8]([OH:10])=O.[NH2:11][C:12]1[CH:31]=[CH:30][C:15]2[C:16]([N:19]3[C:27](=[O:28])[C:26]4[C:21](=[CH:22][CH:23]=[CH:24][CH:25]=4)[C:20]3=[O:29])=[N:17][O:18][C:14]=2[CH:13]=1>C(Cl)Cl>[O:29]=[C:20]1[C:21]2[C:26](=[CH:25][CH:24]=[CH:23][CH:22]=2)[C:27](=[O:28])[N:19]1[C:16]1[C:15]2[CH:30]=[CH:31][C:12]([NH:11][CH:8]=[O:10])=[CH:13][C:14]=2[O:18][N:17]=1. Reported procedure: Acetic anhydride (2.63 mL, 27.9 mmol) was added to formic acid (1.04 mL, 27.9 mmol) at 0° C. The mixture was heated to 60° C. for 30 minutes. After that 2-(6-aminobenzo[d]isoxazol-3-yl)isoindoline-1,3-dione 1-4 (390 mg, 1.39 mmol) dissolved in CH2Cl2 (10 mL) was added at 0° C. The mixture was stirred for 1 h at room temperature. The mixture was concentrated and the residue was triturated with CH2Cl2/hexane (1:1) to give 300 mg (70%) of 1-5 as a pale yellow solid: 1H NMR (300 MHz, DMSO-d6) (rotam...